The task is: describe an organic reaction: reactants, conditions, products, and yield. This data is from the Open Reaction Database (ORD), a public repository of structured organic reaction records. The reactants are COc1ccc2c(C(=O)c3cc(OC)c(OC)c(OC)c3)c(Br)oc2c1, CC#N, CN1CCNCC1, ClCCl. The product is COc1ccc2c(C(=O)c3cc(OC)c(OC)c(OC)c3)c(N3CCN(C)CC3)oc2c1. RXN SMILES: [Br:1][c:2]1[c:3]([C:13]([c:14]2[cH:15][c:16]([O:24][CH3:25])[c:17]([O:22][CH3:23])[c:18]([O:20][CH3:21])[cH:19]2)=[O:26])[c:4]2[c:5]([o:6]1)[cH:7][c:8]([O:11][CH3:12])[cH:9][cH:10]2.[C:37](#[N:38])[CH3:39].[CH3:27][N:28]1[CH2:29][CH2:30][NH:31][CH2:32][CH2:33]1.[Cl:34][CH2:35][Cl:36]>>[c:2]1([N:31]2[CH2:30][CH2:29][N:28]([CH3:27])[CH2:33][CH2:32]2)[c:3]([C:13]([c:14]2[cH:15][c:16]([O:24][CH3:25])[c:17]([O:22][CH3:23])[c:18]([O:20][CH3:21])[cH:19]2)=[O:26])[c:4]2[c:5]([o:6]1)[cH:7][c:8]([O:11][CH3:12])[cH:9][cH:10]2. The reactants are O=C(O)c1ccccc1SCc1ccccc1, COc1ccc(N)cc1, Nc1ccc(I)cc1. Product: COc1ccc(NC(=O)c2ccccc2SCc2ccccc2)cc1. Reaction SMILES: [CH2:1]([c:2]1[cH:3][cH:4][cH:5][cH:6][cH:7]1)[S:8][c:9]1[c:10]([C:11](=[O:12])[OH:13])[cH:14][cH:15][cH:16][cH:17]1.[CH3:18][O:19][c:20]1[cH:21][cH:22][c:23]([NH2:24])[cH:25][cH:26]1.[I:27][c:28]1[cH:29][cH:30][c:31]([NH2:32])[cH:33][cH:34]1>>[CH2:1]([c:2]1[cH:3][cH:4][cH:5][cH:6][cH:7]1)[S:8][c:9]1[c:10]([C:11](=[O:13])[NH:24][c:23]2[cH:22][cH:21][c:20]([O:19][CH3:18])[cH:26][cH:25]2)[cH:14][cH:15][cH:16][cH:17]1. Reported procedure: A mixture of 6-methyl-N-{3-[(6-{[(4-methylphenyl)sulfonyl]amino}pyridin-3-yl)oxy]phenyl}pyridine-2-carboxamide (14.8 g, 31.2 mmol), N,N-diisopropylethylamine (7.10 mL, 40.7 mmol) and N,N-dimethylformamide (100 mL) was stirred at room temperature for 20 min. After stirring, iodoacetamide (7.51 g, 40.6 mmol) was added, and the mixture was stirred at room temperature for 16 hr. The reaction mixture was diluted with aqueous sodium hydrogen carbonate solution and extracted with ethyl acetate. The org... The product is NC(CN1C=C(C=CC1=NS(=O)(=O)C1=CC=C(C=C1)C)OC=1C=C(C=CC1)NC(=O)C1=NC(=CC=C1)C)=O (N-(3-{[1-(2-amino-2-oxoethyl)-6-{[(4-methylphenyl)sulfonyl]imino}-1,6-dihydropyridin-3-yl]oxy}phenyl)-6-methylpyridine-2-carboxamide). Run in C(O)([O-])=O.[Na+] (sodium hydrogen carbonate). The reactants are CC1=CC=CC(=N1)C(=O)NC1=CC(=CC=C1)OC=1C=NC(=CC1)NS(=O)(=O)C1=CC=C(C=C1)C (6-methyl-N-{3-[(6-{[(4-methylphenyl)sulfonyl]amino}pyridin-3-yl)oxy]phenyl}pyridine-2-carboxamide), C(C)(C)N(C(C)C)CC (N,N-diisopropylethylamine), CN(C=O)C (N,N-dimethylformamide), ICC(=O)N (iodoacetamide). The yield is 88.0%. As a reaction SMILES: [CH3:1][C:2]1[N:7]=[C:6]([C:8]([NH:10][C:11]2[CH:16]=[CH:15][CH:14]=[C:13]([O:17][C:18]3[CH:19]=[N:20][C:21]([NH:24][S:25]([C:28]4[CH:33]=[CH:32][C:31]([CH3:34])=[CH:30][CH:29]=4)(=[O:27])=[O:26])=[CH:22][CH:23]=3)[CH:12]=2)=[O:9])[CH:5]=[CH:4][CH:3]=1.C(N(CC)C(C)C)(C)C.CN(C)C=O.I[CH2:50][C:51]([NH2:53])=[O:52]>C(=O)([O-])O.[Na+]>[NH2:53][C:51](=[O:52])[CH2:50][N:20]1[C:21](=[N:24][S:25]([C:28]2[CH:29]=[CH:30][C:31]([CH3:34])=[CH:32][CH:33]=2)(=[O:27])=[O:26])[CH:22]=[CH:23][C:18]([O:17][C:13]2[CH:12]=[C:11]([NH:10][C:8]([C:6]3[CH:5]=[CH:4][CH:3]=[C:2]([CH3:1])[N:7]=3)=[O:9])[CH:16]=[CH:15][CH:14]=2)=[CH:19]1 |f:4.5|. Run at time 20 minute. Starting materials: CC1=CC=C(S1)C=O (5-methyl-2-thiophenecarboxaldehyde), NO.Cl (NH2OH.HCl), N1=CC=CC=C1 (pyridine). The solvent is C1=CC=CC=C1 (benzene). Run at temperature 10 celsius, time 10 minute. Product: CC1=CC=C(S1)C=NO (5-methyl-2-thiophenecarboxaldehyde oxime). As a reaction SMILES: [CH3:1][C:2]1[S:6][C:5]([CH:7]=O)=[CH:4][CH:3]=1.[NH2:9][OH:10].Cl.N1C=CC=CC=1>C1C=CC=CC=1>[CH3:1][C:2]1[S:6][C:5]([CH:7]=[N:9][OH:10])=[CH:4][CH:3]=1 |f:1.2|. Procedure details: 1.20 kg (9.51 moles) of 5-methyl-2-thiophenecarboxaldehyde and 727 g (10.46 moles) of NH2OH.HCl were placed in a reaction vessel and cooled to 10° C. Then, 0.85 L (10.46 moles) of pyridine was dropwise added thereto for 1 hour (an exothermic reaction: 10° C.→43° C). After 10 minutes, 7 L of benzene was added thereto and heated to remove the obtained water by Dean-Stark apparatus (initial internal temperature: 80° C.). After 165 mL of water was collected for 8 hours, (theoretical quantity: 171 mL... Starting materials: C(C)=O (Acetaldehyde), C(C)(=O)O[BH-](OC(C)=O)OC(C)=O.[Na+] (sodium triacetoxyborohydride), C(C)(C)(C)OC(=O)N1CCN(CC1)C1=C(C=CC=C1)OCC(C)N (4-[2-(2-Amino-propoxy)-phenyl]-piperazine-1-carboxylic acid tert-butyl ester). The product is C(C)(C)(C)OC(=O)N1CCN(CC1)C1=C(C=CC=C1)OCC(C)N(CC)CC (4-[2-(2-Diethylamino-propoxy)-phenyl]-piperazine-1-carboxylic acid tert-butyl ester). RXN SMILES: [C:1]([O:5][C:6]([N:8]1[CH2:13][CH2:12][N:11]([C:14]2[CH:19]=[CH:18][CH:17]=[CH:16][C:15]=2[O:20][CH2:21][CH:22]([NH2:24])[CH3:23])[CH2:10][CH2:9]1)=[O:7])([CH3:4])([CH3:3])[CH3:2].[CH:25](=O)[CH3:26].[C:28](O[BH-](OC(=O)C)OC(=O)C)(=O)[CH3:29].[Na+]>CO>[C:1]([O:5][C:6]([N:8]1[CH2:13][CH2:12][N:11]([C:14]2[CH:19]=[CH:18][CH:17]=[CH:16][C:15]=2[O:20][CH2:21][CH:22]([N:24]([CH2:25][CH3:26])[CH2:28][CH3:29])[CH3:23])[CH2:10][CH2:9]1)=[O:7])([CH3:4])([CH3:3])[CH3:2] |f:2.3|. Yield: 122.6%. Procedure: 4-[2-(2-Amino-propoxy)-phenyl]-piperazine-1-carboxylic acid tert-butyl ester (0.35 g, 0.75 mmol) was dissolved in methanol (25 mL), and the reaction was cooled to 0° C. Acetaldehyde (0.363 g, 8.25 mmol) and sodium triacetoxyborohydride (0.795 g, 3.75 mmol) were added. A reflux condenser was fitted and the flask was stirred at r.t. for about 24 hours. The solution was extracted with diethyl ether (3×50 mL) and then concentrated under reduced pressure to afford the final compound (0.360 g, 90%). Solvent: CO (methanol). Run at temperature 0 celsius, time 24 hour. Starting materials: NC1=CC=C(C=C1)C (p-toluidine), NC=1C=C(C(=O)NC2=CC(=C(C=C2)F)F)C=CC1OC (3-amino-N-(3,4-difluoro-phenyl)-4-methoxy-benzamide). The product is title compound, C(C1=CC=CC=C1)(=O)N (benzamide). The yield is 103.2%. Reaction SMILES: NC1C=CC(C)=CC=1.N[C:10]1[CH:11]=[C:12]([CH:24]=[CH:25][C:26]=1OC)[C:13]([NH:15]C1C=CC(F)=C(F)C=1)=[O:14]>>[C:13]([NH2:15])(=[O:14])[C:12]1[CH:24]=[CH:25][CH:26]=[CH:10][CH:11]=1. Reported procedure: The title compound was synthesized as in Example 1 using p-toluidine (0.87 g, 8.1 mmol), CSI (0.85 mL, 9.8 mmol), and 3-amino-N-(3,4-difluoro-phenyl)-4-methoxy-benzamide (0.56 g, 2.0 mmol) to give 0.25 g of benzamide, N-(3,4-difluorophenyl)-4-methoxy-3-[[[[(phenylamino)carbonyl]amino]-sulfonyl]amino]-. Microanalysis: C22H20F2N4O5S; calculated: C=53.87; H=4.11; N=11.42. found: C=53.56; H=4.14; N=11.27. MS: M++1=491 Da. Mp 194-197° C. Starting materials: ClC1=CC(=NC2=C(C=CC=C12)O)C (4-chloro-8-hydroxy-2-methylquinoline), CN(CCN)C (N,N-dimethylethylenediamine), C1(=CC=CC=C1)O (phenol). Run in CC(=O)C (acetone). Reaction conditions: temperature 125 celsius. The product is Cl.CN(CCNC1=CC(=NC2=C(C=CC=C12)O)C)C (4-(2-dimethylaminoethylamino)-8-hydroxy-2-methylquinoline hydrochloride). Yield: 57.0%. Reaction SMILES: [Cl:1][C:2]1[C:11]2[C:6](=[C:7]([OH:12])[CH:8]=[CH:9][CH:10]=2)[N:5]=[C:4]([CH3:13])[CH:3]=1.[CH3:14][N:15]([CH3:19])[CH2:16][CH2:17][NH2:18].C1(O)C=CC=CC=1>CC(C)=O>[ClH:1].[CH3:14][N:15]([CH3:19])[CH2:16][CH2:17][NH:18][C:2]1[C:11]2[C:6](=[C:7]([OH:12])[CH:8]=[CH:9][CH:10]=2)[N:5]=[C:4]([CH3:13])[CH:3]=1 |f:4.5|. Procedure: A mixture of 4-chloro-8-hydroxy-2-methylquinoline (500 mg), N,N-dimethylethylenediamine (341 mg) and phenol (486 mg) was heated at 125° C. for 18 hours. After cooling the reaction mixture, acetone (5 ml) was added thereto. The precipitates were collected by filtration and recrystallized from acetonitrile to give 4-(2-dimethylaminoethylamino)-8-hydroxy-2-methylquinoline hydrochloride (415 mg)) as brown crystals.